Task: describe an organic reaction: reactants, conditions, products, and yield. Dataset: the Open Reaction Database (ORD), a public repository of structured organic reaction records Reactants: N#Cc1ccc(N=C=S)cc1, C1CCOC1, CC(N)C(C)(C)C. Yields the product CC(NC(=S)Nc1ccc(C#N)cc1)C(C)(C)C. RXN SMILES: [C:1](#[N:2])[c:3]1[cH:4][cH:5][c:6]([N:9]=[C:10]=[S:11])[cH:7][cH:8]1.[CH2:19]1[O:20][CH2:21][CH2:22][CH2:23]1.[CH3:12][C:13]([CH:14]([CH3:15])[NH2:16])([CH3:17])[CH3:18]>>[C:1](#[N:2])[c:3]1[cH:4][cH:5][c:6]([NH:9][C:10](=[S:11])[NH:16][CH:14]([C:13]([CH3:12])([CH3:17])[CH3:18])[CH3:15])[cH:7][cH:8]1.